This data is from the Open Reaction Database (ORD), a public repository of structured organic reaction records. The task is: describe an organic reaction: reactants, conditions, products, and yield Starting materials: O=C([O-])[O-], C=CCBr, COC(=O)c1cc(NC(=O)OCc2ccccc2)cc(N2CCCC2=O)c1, [K+], [K+], CN(C)C=O, O. Product: C=CCN(C(=O)OCc1ccccc1)c1cc(C(=O)OC)cc(N2CCCC2=O)c1. Reaction SMILES: [C:32](=[O:33])([O-:34])[O-:35].[CH2:28]([CH:29]=[CH2:30])[Br:31].[CH3:1][O:2][C:3]([c:4]1[cH:5][c:6]([NH:16][C:17](=[O:18])[O:19][CH2:20][c:21]2[cH:22][cH:23][cH:24][cH:25][cH:26]2)[cH:7][c:8]([N:10]2[C:11](=[O:15])[CH2:12][CH2:13][CH2:14]2)[cH:9]1)=[O:27].[K+:36].[K+:37].[O:38]=[CH:39][N:40]([CH3:41])[CH3:42].[OH2:43]>>[CH3:1][O:2][C:3]([c:4]1[cH:5][c:6]([N:16]([C:17](=[O:18])[O:19][CH2:20][c:21]2[cH:22][cH:23][cH:24][cH:25][cH:26]2)[CH2:30][CH:29]=[CH2:28])[cH:7][c:8]([N:10]2[C:11](=[O:15])[CH2:12][CH2:13][CH2:14]2)[cH:9]1)=[O:27]. Yields the product COc1ccc(-c2nc3cccnc3[nH]2)cc1N. Reactants: CC(=O)O, [Zn], COc1ccc(-c2nc3cccnc3[nH]2)cc1[N+](=O)[O-]. Reaction SMILES: [CH3:21][C:22](=[O:23])[OH:24].[Zn:25].[n:1]1[c:2](-[c:10]2[cH:11][cH:12][c:13]([O:19][CH3:20])[c:14]([N+:16]([O-:17])=[O:18])[cH:15]2)[nH:3][c:4]2[n:5][cH:6][cH:7][cH:8][c:9]12>>[n:1]1[c:2](-[c:10]2[cH:11][cH:12][c:13]([O:19][CH3:20])[c:14]([NH2:16])[cH:15]2)[nH:3][c:4]2[n:5][cH:6][cH:7][cH:8][c:9]12. The reactants are CC1=C(C=CC(=C1)[N+](=O)[O-])N=C1SCC(N1)(C)C (2-(2-methyl-4-nitrophenylimino)-4,4-dimethyl-1,3-thiazolidine), C(C(C)C)Br (isobutyl bromide). Product: CC1=C(C=CC(=C1)[N+](=O)[O-])N=C1SCC(N1CC(C)C)(C)C (2-(2-methyl-4-nitrophenylimino)-4,4-dimethyl-3-isobutyl-1,3-thiazolidine). RXN SMILES: [CH3:1][C:2]1[CH:7]=[C:6]([N+:8]([O-:10])=[O:9])[CH:5]=[CH:4][C:3]=1[N:11]=[C:12]1[NH:16][C:15]([CH3:18])([CH3:17])[CH2:14][S:13]1.[CH2:19](Br)[CH:20]([CH3:22])[CH3:21]>>[CH3:1][C:2]1[CH:7]=[C:6]([N+:8]([O-:10])=[O:9])[CH:5]=[CH:4][C:3]=1[N:11]=[C:12]1[N:16]([CH2:19][CH:20]([CH3:22])[CH3:21])[C:15]([CH3:18])([CH3:17])[CH2:14][S:13]1. Reported procedure: Methyl aminoisobutyric acid was converted to methyl aminoisobutyrate HCl salt according to method B1c, Step 1. The ester was reduced to 3-hydroxy-2-methyl-2-propylamine according to Method B1c, Step 2. The 2-hydroxyethylamine was treated with SOCl2 according to Method B7b, followed by 2-methyl-3-nitrophenyl isothiocyanate according to Method C1a to give 2-(2-methyl-4-nitrophenylimino)-4,4-dimethyl-1,3-thiazolidine. The thiazolidine was reacted with isobutyl bromide according to Method D2a to aff...